This data is from the Open Reaction Database (ORD), a public repository of structured organic reaction records. The task is: describe an organic reaction: reactants, conditions, products, and yield The reactants are CN(C)CCNC(=O)c1cccc([N+](=O)[O-])c1, CCO, [H][H]. RXN SMILES: [CH3:1][N:2]([CH2:3][CH2:4][NH:5][C:6]([c:7]1[cH:8][c:9]([N+:13]([O-:14])=[O:15])[cH:10][cH:11][cH:12]1)=[O:16])[CH3:17].[CH3:20][CH2:21][OH:22].[H:18][H:19]>>[CH3:1][N:2]([CH2:3][CH2:4][NH:5][C:6]([c:7]1[cH:8][c:9]([NH2:13])[cH:10][cH:11][cH:12]1)=[O:16])[CH3:17]. The product is CN(C)CCNC(=O)c1cccc(N)c1.